From a dataset of the Open Reaction Database (ORD), a public repository of structured organic reaction records. describe an organic reaction: reactants, conditions, products, and yield Starting materials: CO, [Cl-], CCCS(=O)(=O)Nc1ccc(F)c(C=O)c1F, [K+], [NH4+], [OH-], O, c1cnc2[nH]ccc2n1. The product is CCCS(=O)(=O)Nc1ccc(F)c(C(O)c2c[nH]c3nccnc23)c1F. As a reaction SMILES: [CH3:32][OH:33].[Cl-:29].[F:10][c:11]1[c:12]([NH:20][S:21](=[O:22])(=[O:23])[CH2:24][CH2:25][CH3:26])[cH:13][cH:14][c:15]([F:19])[c:16]1[CH:17]=[O:18].[K+:28].[NH4+:30].[OH-:27].[OH2:31].[n:1]1[c:2]2[c:3]([n:4][cH:5][cH:6]1)[nH:7][cH:8][cH:9]2>>[n:1]1[c:2]2[c:3]([n:4][cH:5][cH:6]1)[nH:7][cH:8][c:9]2[CH:17]([c:16]1[c:11]([F:10])[c:12]([NH:20][S:21](=[O:22])(=[O:23])[CH2:24][CH2:25][CH3:26])[cH:13][cH:14][c:15]1[F:19])[OH:18]. Starting materials: FC=1C=C(C=CC1N1N=NC(=C1)C)N (3-Fluoro-4-(4-methyl-[1,2,3]triazol-1-yl)-phenylamine), FC=1C=C(C=CC1N1N=NC(=C1)C)N (3-Fluoro-4-(4-methyl-[1,2,3]triazol-1-yl)-phenylamine), ClC(=O)OCC1=CC=CC=C1 (benzyl chloroformate), Intermediate 26. Yields the product C(C1=CC=CC=C1)OC(NC1=CC(=C(C=C1)N1N=NC(=C1)C)F)=O ([3-Fluoro-4-(4-methyl-[1,2,3]triazol-1-yl)-phenyl]-carbamic acid benzyl ester). The yield is 94.8%. Reaction SMILES: [F:1][C:2]1[CH:3]=[C:4]([NH2:14])[CH:5]=[CH:6][C:7]=1[N:8]1[CH:12]=[C:11]([CH3:13])[N:10]=[N:9]1.Cl[C:16]([O:18][CH2:19][C:20]1[CH:25]=[CH:24][CH:23]=[CH:22][CH:21]=1)=[O:17]>>[CH2:19]([O:18][C:16](=[O:17])[NH:14][C:4]1[CH:5]=[CH:6][C:7]([N:8]2[CH:12]=[C:11]([CH3:13])[N:10]=[N:9]2)=[C:2]([F:1])[CH:3]=1)[C:20]1[CH:25]=[CH:24][CH:23]=[CH:22][CH:21]=1. Reported procedure: 3-Fluoro-4-(4-methyl-[1,2,3]triazol-1-yl)-phenylamine (Intermediate 21) (34.8 g, 0.181 mol) and benzyl chloroformate (34 mL, 0.238 mol) were reacted following the procedure for Intermediate 26. The crude product obtained by filtration was dried in vacuo and triturated with chloroform/hexanes (250 ml/500 ml) to give the title compound as a colourless solid (56 g).